This data is from the Open Reaction Database (ORD), a public repository of structured organic reaction records. The task is: describe an organic reaction: reactants, conditions, products, and yield The product is FC=1C=CC2=C(C(N3[C@H](C=4N2C=NC4C(=O)OCC4CC4)CC3)=O)C1 (cyclopropylmethyl (S)-7-fluoro-12,12a-dihydro-9-oxo-9H,11H-azeto[2,1-c]imidazo[1,5-a][1,4]benzodiazepine-1-carboxylate). Reagents/catalysts: CCO.CCO.CCO.CCO.[Ti] (tetraethyl orthotitanate). Run at time 24 hour. Procedure details: A mixture of 2.95 g (8.6 mmol) of tert.butyl (S)-7-fluoro-12,12a-dihydro-9-oxo-9H,11H-azeto[2,1-c]imidazo[1,5-a][1,4]benzodiazepine-1-carboxylate, 10 g of hydroxymethyl-cyclopropane and 1.6 g (6.8 mmol) of tetraethyl orthotitanate is stirred at 120° for 24 hours, about 3 ml of solvent being distilled off in vacuo after 1 hour. The mixture is subsequently evaporated in vacuo, the residue is dissolved in 40 ml of chloroform, the chloroform solution is treated with 30 ml of water and stirred for 1.... The reactants are FC=1C=CC2=C(C(N3[C@H](C=4N2C=NC4C(=O)OC(C)(C)C)CC3)=O)C1 (tert.butyl (S)-7-fluoro-12,12a-dihydro-9-oxo-9H,11H-azeto[2,1-c]imidazo[1,5-a][1,4]benzodiazepine-1-carboxylate), OCC1CC1 (hydroxymethyl-cyclopropane). As a reaction SMILES: [F:1][C:2]1[CH:3]=[CH:4][C:5]2[N:11]3[CH:12]=[N:13][C:14]([C:15]([O:17]C(C)(C)C)=[O:16])=[C:10]3[C@@H:9]3[CH2:22][CH2:23][N:8]3[C:7](=[O:24])[C:6]=2[CH:25]=1.O[CH2:27][CH:28]1[CH2:30][CH2:29]1>CCO.CCO.CCO.CCO.[Ti]>[F:1][C:2]1[CH:3]=[CH:4][C:5]2[N:11]3[CH:12]=[N:13][C:14]([C:15]([O:17][CH2:27][CH:28]4[CH2:30][CH2:29]4)=[O:16])=[C:10]3[C@@H:9]3[CH2:22][CH2:23][N:8]3[C:7](=[O:24])[C:6]=2[CH:25]=1 |f:2.3.4.5.6|. Starting materials: COc1cc(OCCSC)ccc1N, CCN(C(C)C)C(C)C, CC(C)(C)CC1NC(C(=O)O)C(c2cccc(Cl)c2F)C12C(=O)Nc1cc(Cl)ccc12, O=C(O)C(F)(F)F, O=P(Cl)(c1ccccc1)c1ccccc1. Yields the product COc1cc(OCCSC)ccc1NC(=O)C1NC(CC(C)(C)C)C2(C(=O)Nc3cc(Cl)ccc32)C1c1cccc(Cl)c1F. RXN SMILES: [CH3:63][O:64][c:65]1[c:66]([NH2:76])[cH:67][cH:68][c:69]([O:71][CH2:72][CH2:73][S:74][CH3:75])[cH:70]1.[CH:39]([N:40]([CH:41]([CH3:42])[CH3:43])[CH2:44][CH3:45])([CH3:46])[CH3:47].[Cl:8][c:9]1[cH:10][cH:11][c:12]2[c:16]([cH:17]1)[NH:15][C:14](=[O:18])[C:13]21[CH:19]([CH2:34][C:35]([CH3:36])([CH3:37])[CH3:38])[NH:20][CH:21]([C:31](=[O:32])[OH:33])[CH:22]1[c:23]1[c:24]([F:30])[c:25]([Cl:29])[cH:26][cH:27][cH:28]1.[F:1][C:2]([F:3])([F:4])[C:5]([OH:6])=[O:7].[c:48]1([P:49]([Cl:50])([c:51]2[cH:52][cH:53][cH:54][cH:55][cH:56]2)=[O:57])[cH:58][cH:59][cH:60][cH:61][cH:62]1>>[Cl:8][c:9]1[cH:10][cH:11][c:12]2[c:16]([cH:17]1)[NH:15][C:14](=[O:18])[C:13]21[CH:19]([CH2:34][C:35]([CH3:36])([CH3:37])[CH3:38])[NH:20][CH:21]([C:31](=[O:32])[NH:76][c:66]2[c:65]([O:64][CH3:63])[cH:70][c:69]([O:71][CH2:72][CH2:73][S:74][CH3:75])[cH:68][cH:67]2)[CH:22]1[c:23]1[c:24]([F:30])[c:25]([Cl:29])[cH:26][cH:27][cH:28]1. RXN SMILES: Cl[C:2]1[N:3]=[N:4][C:5]([Cl:15])=[C:6]([NH:8][C:9]2[CH:14]=[CH:13][CH:12]=[CH:11][CH:10]=2)[N:7]=1.[CH3:16][P:17]([C:20]1[CH:26]=[CH:25][C:23]([NH2:24])=[C:22]([O:27][CH3:28])[CH:21]=1)([CH3:19])=[O:18].C12(CS(O)(=O)=O)C(C)(C)C(CC1)CC2=O>CC(O)C.ClCCl>[Cl:15][C:5]1[N:4]=[N:3][C:2]([NH:24][C:23]2[CH:25]=[CH:26][C:20]([P:17]([CH3:16])([CH3:19])=[O:18])=[CH:21][C:22]=2[O:27][CH3:28])=[N:7][C:6]=1[NH:8][C:9]1[CH:14]=[CH:13][CH:12]=[CH:11][CH:10]=1. Procedure details: A mixture of 3,6-dichloro-N-phenyl-1,2,4-triazin-5-amine (1 mmol), 4-(dimethylphosphoryl)-2-methoxyaniline (1 mmol) and camphorsulfonic acid (0.7 equiv.), is refluxed for 20-48 h in 2-propanol. The reaction mixture is allowed to cool to room temperature, dissolved in dichloromethane and washed with an aqueous solution of Na2CO3. The dichloromethane extract is dried over MgSO4 and evaporated. The crude product is purified by Prep-HPLC. The solvent is CC(C)O (2-propanol), ClCCl (dichloromethane). Reactants: ClC=1N=NC(=C(N1)NC1=CC=CC=C1)Cl (3,6-dichloro-N-phenyl-1,2,4-triazin-5-amine), CP(=O)(C)C1=CC(=C(N)C=C1)OC (4-(dimethylphosphoryl)-2-methoxyaniline), C12(C(=O)CC(CC1)C2(C)C)CS(=O)(=O)O (camphorsulfonic acid). Yields the product ClC1=C(N=C(N=N1)NC1=C(C=C(C=C1)P(=O)(C)C)OC)NC1=CC=CC=C1 (6-chloro-N3-[4-(dimethylphosphoryl)-2-methoxyphenyl]-N5-phenyl-1,2,4-triazine-3,5-diamine). Starting materials: C(C1=CC=CC=C1)N1CC2CN(CC(C1)C2)C(=O)OC(C)(C)CC (tert-Pentyl 7-benzyl-3,7-diazabicyclo[3.3.1]nonane-3-carboxylate). Run in CCO (EtOH), [Pd] (Pd/C). The product is C12CN(CC(CNC1)C2)C(=O)OC(C)(C)CC (tert-Pentyl 3,7-diazabicyclo[3.3.1]nonane-3-carboxylate). As a reaction SMILES: C([N:8]1[CH2:15][CH:14]2[CH2:16][CH:10]([CH2:11][N:12]([C:17]([O:19][C:20]([CH2:23][CH3:24])([CH3:22])[CH3:21])=[O:18])[CH2:13]2)[CH2:9]1)C1C=CC=CC=1>CCO.[Pd]>[CH:14]12[CH2:16][CH:10]([CH2:9][NH:8][CH2:15]1)[CH2:11][N:12]([C:17]([O:19][C:20]([CH2:23][CH3:24])([CH3:21])[CH3:22])=[O:18])[CH2:13]2. Procedure details: tert-Pentyl 7-benzyl-3,7-diazabicyclo[3.3.1]nonane-3-carboxylate (8.67 g; from step (a) above) was dissolved in EtOH (45 mL) and hydrogenated over 5% Pd/C at 1 atm. for 10 h. The catalyst was removed by filtration and the residue was concentrated giving the sub-title compound.